From a dataset of the Open Reaction Database (ORD), a public repository of structured organic reaction records. describe an organic reaction: reactants, conditions, products, and yield Reactants: CC[N+](CC)(CC)Cc1ccccc1, CC(C)O, [Cl-], [K+], N#CCc1ccccc1, [OH-], OO. RXN SMILES: [CH2:15]([N+:16]([CH2:17][CH3:18])([CH2:19][CH3:20])[CH2:21][c:22]1[cH:23][cH:24][cH:25][cH:26][cH:27]1)[CH3:28].[CH:29]([OH:30])([CH3:31])[CH3:32].[Cl-:14].[K+:11].[N:1]#[C:2][CH2:3][c:4]1[cH:5][cH:6][cH:7][cH:8][cH:9]1.[OH-:10].[OH:12][OH:13]>>[NH2:1][C:2]([CH2:3][c:4]1[cH:5][cH:6][cH:7][cH:8][cH:9]1)=[O:10]. Product: NC(=O)Cc1ccccc1. The reactants are Cl.FC=1C=C(CN)C=CC1NS(=O)(=O)C (3-Fluoro-4-methanesulfonylaminobenzylamine hydrochloride), C(C)(C)(C)C1=CC=C(C(=N1)Cl)OCC(=O)O ((6-tert-butyl-2-chloro-pyridin-3-yloxy)-acetic acid), CN1CCOCC1 (NMM). Run in C1CCOC1 (THF). Product: C(C)(C)(C)C1=CC=C(C(=N1)Cl)OCC(=O)NCC1=CC(=C(C=C1)NS(=O)(=O)C)F (2-(6-tert-Butyl-2-chloro-pyridin-3-yloxy)-N-(3-fluoro-4-methane sulfonylamino-benzyl)-acetamide). The yield is 28.2%. Reaction SMILES: Cl.[F:2][C:3]1[CH:4]=[C:5]([CH:8]=[CH:9][C:10]=1[NH:11][S:12]([CH3:15])(=[O:14])=[O:13])[CH2:6][NH2:7].[C:16]([C:20]1[N:25]=[C:24]([Cl:26])[C:23]([O:27][CH2:28][C:29](O)=[O:30])=[CH:22][CH:21]=1)([CH3:19])([CH3:18])[CH3:17].CN1CCOCC1>C1COCC1>[C:16]([C:20]1[N:25]=[C:24]([Cl:26])[C:23]([O:27][CH2:28][C:29]([NH:7][CH2:6][C:5]2[CH:8]=[CH:9][C:10]([NH:11][S:12]([CH3:15])(=[O:14])=[O:13])=[C:3]([F:2])[CH:4]=2)=[O:30])=[CH:22][CH:21]=1)([CH3:19])([CH3:17])[CH3:18] |f:0.1|. Procedure: 3-Fluoro-4-methanesulfonylaminobenzylamine hydrochloride (21 mg, 0.08 mmol) was reacted with (6-tert-butyl-2-chloro-pyridin-3-yloxy)-acetic acid (1.0 eq, 20 mg) DMTMM (1.2 eq, 27 mg) and NMM (1.5 eq, 14 μl) in THF to give the title compound (10 mg, 28.2%) after purification by column chromatography (Hex/EtOAc=1/1). Starting materials: ClCCCO (3-chloro-1-propanol), S(O)(O)(=O)=O (sulfuric acid), C(C1=CC=CC=C1)(C1=CC=CC=C1)O (benzhydrol). Run in C1=CC=CC=C1 (benzene), C1=CC=CC=C1 (benzene), C1=CC=CC=C1 (benzene). Product: ClCCCOC(C1=CC=CC=C1)C1=CC=CC=C1 (benzhydryl 3-chloropropyl ether). The yield is 96.0%. As a reaction SMILES: [Cl:1][CH2:2][CH2:3][CH2:4][OH:5].S(=O)(=O)(O)O.[CH:11](O)([C:18]1[CH:23]=[CH:22][CH:21]=[CH:20][CH:19]=1)[C:12]1[CH:17]=[CH:16][CH:15]=[CH:14][CH:13]=1>C1C=CC=CC=1>[Cl:1][CH2:2][CH2:3][CH2:4][O:5][CH:11]([C:12]1[CH:17]=[CH:16][CH:15]=[CH:14][CH:13]=1)[C:18]1[CH:23]=[CH:22][CH:21]=[CH:20][CH:19]=1. Reported procedure: To a solution of 3.85 g (40.7 mmol) of 3-chloro-1-propanol in benzene (4 ml) was added conc. sulfuric acid, followed by a solution of 5 g (27.2 mmol) of benzhydrol in benzene (6 ml), and the mixture was refluxed, under argon atmosphere, for 0.8 hours. The reaction mixture was diluted with benzene, washed with water and the organic layer was dried over magnesium sulfate. The solvent was distilled off under reduced pressure and there was obtained 6.80 g (26.1 mmol) of benzhydryl 3-chloropropyl eth... Reactants: CCCC[Sn](Cl)(CCCC)CCCC, C1CCOC1, CC(C)[Mg+], [Cl-], [Cl-], [Cl-], Cc1cc(-c2ccc(Cl)c(Cl)c2)nc(-n2cnc(I)c2)n1, [Li+], [NH4+]. Product: CCCC[Sn](CCCC)(CCCC)c1cn(-c2nc(C)cc(-c3ccc(Cl)c(Cl)c3)n2)cn1. As a reaction SMILES: [CH2:29]([CH2:30][CH2:31][CH3:32])[Sn:33]([CH2:34][CH2:35][CH2:36][CH3:37])([CH2:38][CH2:39][CH2:40][CH3:41])[Cl:42].[CH2:45]1[O:46][CH2:47][CH2:48][CH2:49]1.[CH:25]([Mg+:26])([CH3:27])[CH3:28].[Cl-:22].[Cl-:24].[Cl-:43].[Cl:1][c:2]1[cH:3][c:4](-[c:9]2[n:10][c:11](-[n:16]3[cH:17][n:18][c:19]([I:21])[cH:20]3)[n:12][c:13]([CH3:15])[cH:14]2)[cH:5][cH:6][c:7]1[Cl:8].[Li+:23].[NH4+:44]>>[Cl:1][c:2]1[cH:3][c:4](-[c:9]2[n:10][c:11](-[n:16]3[cH:17][n:18][c:19]([Sn:33]([CH2:29][CH2:30][CH2:31][CH3:32])([CH2:34][CH2:35][CH2:36][CH3:37])[CH2:38][CH2:39][CH2:40][CH3:41])[cH:20]3)[n:12][c:13]([CH3:15])[cH:14]2)[cH:5][cH:6][c:7]1[Cl:8]. Starting materials: C(C1=CC=CC=C1)OC(=O)N[C@@H]1CC[C@H](CC1)O (trans-4-benzyloxycarbonylaminocyclohexanol). Reagents/catalysts: [O-2].[O-2].[O-2].[Cr+6] (chromium trioxide). The solvent is C(C)(=O)O (acetic acid), CC(=O)C (acetone). Conditions: time 1 day. Yields the product C(C1=CC=CC=C1)OC(=O)NC1CCC(CC1)=O (4-Benzyloxycarbonylaminocyclohexanone). Yield: 78.0%. RXN SMILES: [CH2:1]([O:8][C:9]([NH:11][C@H:12]1[CH2:17][CH2:16][C@H:15]([OH:18])[CH2:14][CH2:13]1)=[O:10])[C:2]1[CH:7]=[CH:6][CH:5]=[CH:4][CH:3]=1>C(O)(=O)C.CC(C)=O.[O-2].[O-2].[O-2].[Cr+6]>[CH2:1]([O:8][C:9]([NH:11][CH:12]1[CH2:17][CH2:16][C:15](=[O:18])[CH2:14][CH2:13]1)=[O:10])[C:2]1[CH:3]=[CH:4][CH:5]=[CH:6][CH:7]=1 |f:3.4.5.6|. Reported procedure: To a stirred solution of trans-4-benzyloxycarbonylaminocyclohexanol (21.5 g, 86.3 mmol) in acetic acid (160 mL) at room temperature under nitrogen was added chromium trioxide (8.63 g, 86.3 mmol). After 1 d, the reaction mixture was evaporated under vacuum to yield a residue. The residue was suspended in acetone and filtered through a plug of Celite®. The filtrate was evaporated to obtain a green solid. The green solid was purified by silica gel chromatography (eluted with 5% methanol in methylen... Reactants: ClC1=C(CC#N)C=CC(=C1)Cl (2,4-dichlorobenzyl cyanide), product, O1CCCC1 (tetrahydrofuran), C(CCCCCCC)Br (n-octylbromide). The solvent is O (water). Reaction conditions: temperature 30 celsius, time 8 hour. Yields the product C(CCCCCCC)C(C1=C(C=C(C=C1)Cl)Cl)C#N (α-n-octyl-2,4-dichlorobenzyl cyanide). Reaction SMILES: [Cl:1][C:2]1[CH:10]=[C:9]([Cl:11])[CH:8]=[CH:7][C:3]=1[CH2:4][C:5]#[N:6].O1CCCC1.[CH2:17](Br)[CH2:18][CH2:19][CH2:20][CH2:21][CH2:22][CH2:23][CH3:24]>O>[CH2:17]([CH:4]([C:5]#[N:6])[C:3]1[CH:7]=[CH:8][C:9]([Cl:11])=[CH:10][C:2]=1[Cl:1])[CH2:18][CH2:19][CH2:20][CH2:21][CH2:22][CH2:23][CH3:24]. Procedure: Sodium hydride (0.13 moles as a 50% dispersion in mineral oil) is washed with 100 ml. of dry n-hexane to remove the mineral oil, then blanketed with dry nitrogen and suspended in 250 ml. of freshly distilled tetrahydrofuran. To this sodium hydride suspension is added dropwise at room temperature, a solution of 2,4-dichlorobenzyl cyanide (25 g., 0.13 mole) dissolved in 100 ml. of tetrahydrofuran. When the addition is completed the temperature is maintained at 30° C. for an additional 0.5 hours. A... Reactants: BrCC1CC1, CN(C)C=O, [Cl-], [H-], [NH4+], [Na+], CCOC(=O)c1ccc(Nc2cc3c4c(c2)CCCC4CCC3)cc1. Product: CCOC(=O)c1ccc(N(CC2CC2)c2cc3c4c(c2)CCCC4CCC3)cc1. As a reaction SMILES: [Br:28][CH2:29][CH:30]1[CH2:31][CH2:32]1.[CH3:35][N:36]([CH3:37])[CH:38]=[O:39].[Cl-:33].[H-:1].[NH4+:34].[Na+:2].[cH:3]1[c:4]([NH:16][c:17]2[cH:18][cH:19][c:20]([C:21](=[O:22])[O:23][CH2:24][CH3:25])[cH:26][cH:27]2)[cH:5][c:6]2[c:15]3[c:14]1[CH2:13][CH2:12][CH2:11][CH:10]3[CH2:9][CH2:8][CH2:7]2>>[cH:3]1[c:4]([N:16]([c:17]2[cH:18][cH:19][c:20]([C:21](=[O:22])[O:23][CH2:24][CH3:25])[cH:26][cH:27]2)[CH2:29][CH:30]2[CH2:31][CH2:32]2)[cH:5][c:6]2[c:15]3[c:14]1[CH2:13][CH2:12][CH2:11][CH:10]3[CH2:9][CH2:8][CH2:7]2. The reactants are [N+](=O)([O-])C=1C(=NC(=CC1C(F)(F)F)C1=C(C=CC=C1)C(F)(F)F)N (3-nitro-4-trifluoromethyl-6-(2-trifluoromethyl-phenyl)-pyridin-2-ylamine), [H-].[Na+] (NaH), C(C)(C)(C)C1=NOC(=C1)C(=O)O (3-tert-butyl-isoxazole-5-carboxylic acid), C(C(=O)Cl)(=O)Cl (oxalyl chloride). The reagents and catalysts are CN(C)C=O (DMF). The solvent is C1CCOC1 (THF), C(Cl)Cl (DCM). Conditions: time 1 hour. The product is [N+](=O)([O-])C=1C(=NC(=CC1C(F)(F)F)C1=C(C=CC=C1)C(F)(F)F)NC(=O)C1=CC(=NO1)C(C)(C)C (3-tert-butyl-isoxazole-5-carboxylic acid [3-nitro-4-trifluoromethyl-6-(2-trifluoromethyl-phenyl)-pyridin-2-yl]-amide). As a reaction SMILES: [N+:1]([C:4]1[C:5]([NH2:24])=[N:6][C:7]([C:14]2[CH:19]=[CH:18][CH:17]=[CH:16][C:15]=2[C:20]([F:23])([F:22])[F:21])=[CH:8][C:9]=1[C:10]([F:13])([F:12])[F:11])([O-:3])=[O:2].[H-].[Na+].[C:27]([C:31]1[CH:35]=[C:34]([C:36](O)=[O:37])[O:33][N:32]=1)([CH3:30])([CH3:29])[CH3:28].C(Cl)(=O)C(Cl)=O>C1COCC1.C(Cl)Cl.CN(C=O)C>[N+:1]([C:4]1[C:5]([NH:24][C:36]([C:34]2[O:33][N:32]=[C:31]([C:27]([CH3:30])([CH3:29])[CH3:28])[CH:35]=2)=[O:37])=[N:6][C:7]([C:14]2[CH:19]=[CH:18][CH:17]=[CH:16][C:15]=2[C:20]([F:23])([F:21])[F:22])=[CH:8][C:9]=1[C:10]([F:11])([F:12])[F:13])([O-:3])=[O:2] |f:1.2|. Reported procedure: A solution of 3-nitro-4-trifluoromethyl-6-(2-trifluoromethyl-phenyl)-pyridin-2-ylamine (64.0 mg, 0.182 mmol, prepared as described in STEP D above) in THF (10 mL) was treated with NaH (21.9 mg, 0.547 mmol, 60% dispersion in oil), and the resulting mixture was allowed to stir at room temperature for 1 h. Simultaneously, a solution of 3-tert-butyl-isoxazole-5-carboxylic acid (40.1 mg, 0.237 mmol, prepared as described in Example I above) in anhydrous DCM (10 mL) was treated with oxalyl chloride (2...